The task is: describe an organic reaction: reactants, conditions, products, and yield. This data is from the Open Reaction Database (ORD), a public repository of structured organic reaction records. The reactants are ClCC(C(=O)NC(C)C1=CC=C(C=C1)Cl)(C)C (3-chloro-N-[1-(4-chlorophenyl)ethyl]-2,2-dimethylpropionamide), N1C=NC=C1 (imidazole). Run at temperature 125 celsius, time 6 hour. Product: ClC1=CC=C(C=C1)C(C)NC(C(CN1C=NC=C1)(C)C)=O (N-[1-(4-chlorophenyl)ethyl]-3-(imidazol-1-yl)-2,2-dimethylpropionamide). Reaction SMILES: Cl[CH2:2][C:3]([CH3:17])([CH3:16])[C:4]([NH:6][CH:7]([C:9]1[CH:14]=[CH:13][C:12]([Cl:15])=[CH:11][CH:10]=1)[CH3:8])=[O:5].[NH:18]1[CH:22]=[CH:21][N:20]=[CH:19]1>>[Cl:15][C:12]1[CH:13]=[CH:14][C:9]([CH:7]([NH:6][C:4](=[O:5])[C:3]([CH3:17])([CH3:16])[CH2:2][N:18]2[CH:22]=[CH:21][N:20]=[CH:19]2)[CH3:8])=[CH:10][CH:11]=1. Procedure: A mixture of 3-chloro-N-[1-(4-chlorophenyl)ethyl]-2,2-dimethylpropionamide (5.0 g) and imidazole (6.2 g) was heated at 125° C. with stirring for 6 hours. Excess imidazole was removed by azeotropic distillation with toluene under reduced pressure. The residue was dissolved in 5M hydrochloric acid and washed with dichloromethane. The acid layer was basified with 5M sodium hydroxide solution and extracted with dichloromethane. The combined extracts were washed with water, dried and evaporated to gi... The reactants are BrC1=CC(=C(C(=O)O)C(=C1)F)F (4-bromo-2,6-difluoro-benzoic acid), ON1N=NC2=C1C=CC=C2 (1-hydroxybenzotriazole), C(C)N=C=NCCCN(C)C (1-ethyl-3-(3′-dimethylaminopropyl)carbodiimide), N (NH3). Conditions: time 2 hour. Yields the product BrC1=CC(=C(C(=O)N)C(=C1)F)F (4-Bromo-2,6-difluoro-benzamide). The yield is 92.7%. RXN SMILES: [Br:1][C:2]1[CH:10]=[C:9]([F:11])[C:5]([C:6](O)=[O:7])=[C:4]([F:12])[CH:3]=1.O[N:14]1C2C=CC=CC=2N=N1.C(N=C=NCCCN(C)C)C.N>>[Br:1][C:2]1[CH:10]=[C:9]([F:11])[C:5]([C:6]([NH2:14])=[O:7])=[C:4]([F:12])[CH:3]=1. Procedure: To a solution of 4-bromo-2,6-difluoro-benzoic acid (2.77 g, 11.7 mmol) and 1-hydroxybenzotriazole (1.74 g, 12.8 mmol) is added 1-ethyl-3-(3′-dimethylaminopropyl)carbodiimide (2.46 g, 12.9 mmol) and the solution is stirred at room temperature for 2 hours. After cooling at 0° C. is added aq. NH3 (1.74 mL) and the reaction mixture is stirred for an additional 20 hours. The solvent is evaporated in vacuo and the residue partitioned between diethyl ether and water. The aqueous phase is extracted seve... The reactants are CC(=O)O, CCO, CCOC(C)=O, CCOC(=O)c1cccc(-c2cc3c(C(=O)NC)c(-c4ccc(F)cc4)oc3cc2[N+](=O)[O-])c1, [Fe]. Product: CCOC(=O)c1cccc(-c2cc3c(C(=O)NC)c(-c4ccc(F)cc4)oc3cc2N)c1. Reaction SMILES: [C:38]([OH:39])(=[O:40])[CH3:41].[CH3:35][CH2:36][OH:37].[CH3:42][CH2:43][O:44][C:45]([CH3:46])=[O:47].[F:1][c:2]1[cH:3][cH:4][c:5](-[c:8]2[o:9][c:10]3[c:11]([c:12]2[C:13]([NH:14][CH3:15])=[O:16])[cH:17][c:18](-[c:24]2[cH:25][c:26]([C:27](=[O:28])[O:29][CH2:30][CH3:31])[cH:32][cH:33][cH:34]2)[c:19]([N+:21]([O-:22])=[O:23])[cH:20]3)[cH:6][cH:7]1.[Fe:48]>>[F:1][c:2]1[cH:3][cH:4][c:5](-[c:8]2[o:9][c:10]3[c:11]([c:12]2[C:13]([NH:14][CH3:15])=[O:16])[cH:17][c:18](-[c:24]2[cH:25][c:26]([C:27](=[O:28])[O:29][CH2:30][CH3:31])[cH:32][cH:33][cH:34]2)[c:19]([NH2:21])[cH:20]3)[cH:6][cH:7]1. Starting materials: [Na] (sodium), C(C(C)C)OC1=C(C(=N)N)C=CC=C1 (2-isobutoxybenzamidine), C(C)(=O)O (acetic acid), C(C)OC=C(C(=O)OCC)C(=O)OCC (diethyl ethoxymethylenemalonate). Run in C(C)O (ethanol). Yields the product O=C1C(=CN=C(N1)C1=C(C=CC=C1)OCC(C)C)C(=O)OCC (Ethyl 1,6-dihydro-6-oxo-2-(2-isobutoxyphenyl)pyrimidine-5-carboxylate). Reaction SMILES: [Na].[CH2:2]([O:6][C:7]1[CH:15]=[CH:14][CH:13]=[CH:12][C:8]=1[C:9]([NH2:11])=[NH:10])[CH:3]([CH3:5])[CH3:4].C([O:18][CH:19]=[C:20]([C:26](OCC)=O)[C:21]([O:23][CH2:24][CH3:25])=[O:22])C.C(O)(=O)C>C(O)C>[O:18]=[C:19]1[NH:11][C:9]([C:8]2[CH:12]=[CH:13][CH:14]=[CH:15][C:7]=2[O:6][CH2:2][CH:3]([CH3:5])[CH3:4])=[N:10][CH:26]=[C:20]1[C:21]([O:23][CH2:24][CH3:25])=[O:22] |^1:0|. Reported procedure: To a stirred sodium (3.15 g., 0.137 g-atom) in ethanol (250 ml.) was added 2-isobutoxybenzamidine (26.3 g., 0.137 mole) followed by diethyl ethoxymethylenemalonate (29.6 g., 0.137 mole). The mixture was heated under reflux for 3 hours. The cooled mixture was added to icewater (300 ml.) which was then acidified to pH 5 with glacial acetic acid. The crystalline product (36.4 g., 85%) m.p. 89°-91°, which formed on cooling was collected and a portion recrystallized from 50% aqueous ethanol to give t... The reactants are CC(=O)[O-], CC(=O)[O-], CSC, ClCCl, [Rh+2], O=C(C=Cc1ccccc1)c1ccccc1, [N-]=[N+]=Cc1ccccc1. Product: O=C(c1ccccc1)C1C(c2ccccc2)C1c1ccccc1. RXN SMILES: [C:32]([O-:33])(=[O:34])[CH3:35].[C:37]([O-:38])(=[O:39])[CH3:40].[CH3:10][S:11][CH3:12].[Cl:29][CH2:30][Cl:31].[Rh+2:36].[c:13]1([CH:19]=[CH:20][C:21](=[O:22])[c:23]2[cH:24][cH:25][cH:26][cH:27][cH:28]2)[cH:14][cH:15][cH:16][cH:17][cH:18]1.[c:1]1([CH:7]=[N+:8]=[N-:9])[cH:2][cH:3][cH:4][cH:5][cH:6]1>>[c:1]1([CH:7]2[CH:19]([c:13]3[cH:14][cH:15][cH:16][cH:17][cH:18]3)[CH:20]2[C:21](=[O:22])[c:23]2[cH:24][cH:25][cH:26][cH:27][cH:28]2)[cH:2][cH:3][cH:4][cH:5][cH:6]1.